This data is from the Open Reaction Database (ORD), a public repository of structured organic reaction records. The task is: describe an organic reaction: reactants, conditions, products, and yield Reactants: [Na] (sodium), [Br-].O[C@H]1C[N+](CC1)(CC(NC1=NC=CN=C1)=O)C ((1R/S,3R)-3-hydroxy-1-methyl-1-(pyrazin-2-ylcarbamoylmethyl)-pyrrolidinium bromide), C1=CN(C=N1)C(=O)N2C=CN=C2 (CDI), [Br-].OC1C[N@@+](CC1)(CC(NC1=NC=CN=C1)=O)C ((R)-3-hydroxy-1-methyl-1-(pyrazin-2-ylcarbamoylmethyl)-pyrrolidinium bromide), [Br-].OC1C[N@@+](CC1)(CC(NC1=NC=CN=C1)=O)C ((R)-3-hydroxy-1-methyl-1-(pyrazin-2-ylcarbamoylmethyl)-pyrrolidinium bromide), [H-].[Na+] (sodium hydride), C1(CCCCC1)C(C(=O)O)(C1=CC=CC=C1)O (cyclohexyl-hydroxy-phenyl-acetic acid), C1=CN(C=N1)C(=O)N2C=CN=C2 (CDI). The solvent is CN(C)C=O (DMF), CN(C)C=O (DMF). Reaction conditions: temperature 40 celsius, time 30 minute. The product is [Br-].C1(CCCCC1)C(C(=O)OC1[N+](CCC1)(C(C(N)=O)C1=NC=CN=C1)C)(C1=CC=CC=C1)O ((R/S)-(2-Cyclohexyl-2-hydroxy-2-phenyl-acetoxy)-1-methyl-1-(pyrazin-2-yl-carbamoylmethyl)-pyrrolidinium bromide). As a reaction SMILES: [Br-:1].O[CH:3]1[CH2:7][CH2:6][N@@+:5]([CH3:18])([CH2:8][C:9](=O)[NH:10][C:11]2[CH:16]=[N:15][CH:14]=CN=2)[CH2:4]1.[H-].[Na+].[CH:21]1([C:27]([OH:37])([C:31]2[CH:36]=[CH:35][CH:34]=[CH:33][CH:32]=2)[C:28]([OH:30])=[O:29])[CH2:26][CH2:25][CH2:24][CH2:23][CH2:22]1.C1N=C[N:40]([C:43](N2C=NC=C2)=[O:44])C=1.[Na].[Br-].O[C@@H]1CC[N+](C)(CC(=O)NC2C=NC=CN=2)C1>CN(C=O)C>[Br-:1].[CH:31]1([C:27]([OH:37])([C:21]2[CH:26]=[CH:25][CH:24]=[CH:23][CH:22]=2)[C:28]([O:30][CH:4]2[CH2:3][CH2:7][CH2:6][N+:5]2([CH3:18])[CH:8]([C:9]2[CH:14]=[N:15][CH:16]=[CH:11][N:10]=2)[C:43](=[O:44])[NH2:40])=[O:29])[CH2:32][CH2:33][CH2:34][CH2:35][CH2:36]1 |f:0.1,2.3,7.8,10.11,^1:49|. Reported procedure: To a solution comprising (1R/S,3R)-3-hydroxy-1-methyl-1-(pyrazin-2-ylcarbamoylmethyl)-pyrrolidinium bromide (Intermediate B) (0.317 g, 1.0 mmol) in DMF (3 ml) is added sodium hydride (0.08 g, of a 60% dispersion in oil, 2.0 mmol) in one portion. The suspension is stirred at 40° C. for 30 minutes and gas evolution is observed. Meanwhile, in a second reaction vessel, a solution of cyclohexyl-hydroxy-phenyl-acetic acid in DMF (3 ml) is treated with CDI (0.168 g, 1 mmol) in one portion. Gas evolutio... The reactants are O=C([O-])[O-], O=C(O)C1CCCN(C(=O)OCc2ccccc2)C1, CN(C)C=O, CCI, [K+], [K+], O. Product: CCOC(=O)C1CCCN(C(=O)OCc2ccccc2)C1. Reaction SMILES: [C:23](=[O:24])([O-:25])[O-:26].[CH2:1]([c:2]1[cH:3][cH:4][cH:5][cH:6][cH:7]1)[O:8][C:9](=[O:10])[N:11]1[CH2:12][CH:13]([C:17](=[O:18])[OH:19])[CH2:14][CH2:15][CH2:16]1.[CH3:29][N:30]([CH3:31])[CH:32]=[O:33].[I:20][CH2:21][CH3:22].[K+:27].[K+:28].[OH2:34]>>[CH2:1]([c:2]1[cH:3][cH:4][cH:5][cH:6][cH:7]1)[O:8][C:9](=[O:10])[N:11]1[CH2:12][CH:13]([C:17](=[O:18])[O:19][CH2:21][CH3:22])[CH2:14][CH2:15][CH2:16]1.